From a dataset of the Open Reaction Database (ORD), a public repository of structured organic reaction records. describe an organic reaction: reactants, conditions, products, and yield The reactants are Nc1ccc(OCc2cccc(F)c2)c(Cl)c1, O=Cc1ccc(-c2ccc3ncnc(Cl)c3c2)o1, Cl, Cl, CN(C)C=O, c1c[nH]cn1. Yields the product Cl, O=Cc1ccc(-c2ccc3ncnc(Nc4ccc(OCc5cccc(F)c5)c(Cl)c4)c3c2)o1. RXN SMILES: [Cl:25][c:26]1[cH:27][c:28]([NH2:29])[cH:30][cH:31][c:32]1[O:33][CH2:34][c:35]1[cH:36][c:37]([F:41])[cH:38][cH:39][cH:40]1.[Cl:7][c:8]1[n:9][cH:10][n:11][c:12]2[cH:13][cH:14][c:15](-[c:18]3[cH:19][cH:20][c:21]([CH:23]=[O:24])[o:22]3)[cH:16][c:17]12.[ClH:42].[ClH:6].[O:43]=[CH:44][N:45]([CH3:46])[CH3:47].[nH:1]1[cH:2][cH:3][n:4][cH:5]1>>[ClH:7].[c:8]1([NH:29][c:28]2[cH:27][c:26]([Cl:25])[c:32]([O:33][CH2:34][c:35]3[cH:36][c:37]([F:41])[cH:38][cH:39][cH:40]3)[cH:31][cH:30]2)[n:9][cH:10][n:11][c:12]2[cH:13][cH:14][c:15](-[c:18]3[cH:19][cH:20][c:21]([CH:23]=[O:24])[o:22]3)[cH:16][c:17]12. The yield is 95.2%. Run in C(C)O (ethanol). Reported procedure: To 2.00 g of ethyl 1-benzyl-1,2-dihydro-2-oxoquinoxaline-3-carboxylate were added 10 ml of ethanol and 20 ml of 10% aqueous sodium hydroxide solution, followed by stirring at room temperature for an hour. To the reaction solution was added dropwise 3 N hydrochloric acid to make acidic (pH=3.0), and the precipitated crystals were collected by filtration and washed with water and diethyl ether to give 1.73 g of 1-benzyl-1,2-dihydro-2-oxoquinoxaline-3-carboxylic acid. The reactants are C(C1=CC=CC=C1)N1C(C(=NC2=CC=CC=C12)C(=O)OCC)=O (ethyl 1-benzyl-1,2-dihydro-2-oxoquinoxaline-3-carboxylate), [OH-].[Na+] (sodium hydroxide), Cl (hydrochloric acid). Reaction SMILES: [CH2:1]([N:8]1[C:17]2[C:12](=[CH:13][CH:14]=[CH:15][CH:16]=2)[N:11]=[C:10]([C:18]([O:20]CC)=[O:19])[C:9]1=[O:23])[C:2]1[CH:7]=[CH:6][CH:5]=[CH:4][CH:3]=1.[OH-].[Na+].Cl>C(O)C>[CH2:1]([N:8]1[C:17]2[C:12](=[CH:13][CH:14]=[CH:15][CH:16]=2)[N:11]=[C:10]([C:18]([OH:20])=[O:19])[C:9]1=[O:23])[C:2]1[CH:3]=[CH:4][CH:5]=[CH:6][CH:7]=1 |f:1.2|. Product: C(C1=CC=CC=C1)N1C(C(=NC2=CC=CC=C12)C(=O)O)=O (1-benzyl-1,2-dihydro-2-oxoquinoxaline-3-carboxylic acid). RXN SMILES: [CH3:1][C:2]1[CH:3]=[C:4]([CH:8]=[C:9]([CH3:12])[C:10]=1[OH:11])[C:5]([OH:7])=[O:6].O[N:14]1[C:18](=[O:19])[CH2:17][CH2:16][C:15]1=[O:20].C1(N=C=NC2CCCCC2)CCCCC1.C(O)(=O)C>CN(C)C=O.C(OCC)C>[CH3:1][C:2]1[CH:3]=[C:4]([CH:8]=[C:9]([CH3:12])[C:10]=1[OH:11])[C:5]([O:7][N:14]1[C:18](=[O:19])[CH2:17][CH2:16][C:15]1=[O:20])=[O:6]. Procedure: A solution of 3,5-dimethyl-4-hydroxybenzoic acid (5.0 g, 30.0 mmol) in N,N-dimethylformamide (150 ml) was cooled to 0° C. and treated with N-hydroxysuccinimide (3.45 g, 30.0 mmol) and 1,3-dicyclohexylcarbodiimide (6.81 g, 33.0 mmol). The solution was stirred under nitrogen at 0° C. for 2 hours and then at 25° C. for 16 hours. The resulting mixture was stirred with 0.5 ml of acetic acid for 15 minutes, and then filtered to remove the insoluble urea. The filtrate was evaporated under reduced press... The product is CC=1C=C(C(=O)ON2C(CCC2=O)=O)C=C(C1O)C (Succinimidyl 3,5-Dimethyl-4-hydroxy-benzoate). Reaction conditions: temperature 0 celsius, time 2 hour. Starting materials: C(C)(=O)O (acetic acid), ON1C(CCC1=O)=O (N-hydroxysuccinimide), C1(CCCCC1)N=C=NC1CCCCC1 (1,3-dicyclohexylcarbodiimide), CC=1C=C(C(=O)O)C=C(C1O)C (3,5-dimethyl-4-hydroxybenzoic acid). The solvent is CN(C=O)C (N,N-dimethylformamide), C(C)OCC (diethyl ether). Reactants: CC=1C=C2C=CN=CC2=CC1 (6-methylisoquinoline), ClC1=CC(=CC=C1)C(=O)OO (3-chloroperbenzoic acid). Solvent: CCOCC (ether). Conditions: time 3 hour. Yields the product CC=1C=C2C=C[N+](=CC2=CC1)[O-] (6-Methylisoquinoline-2-oxide). The yield is 53.8%. RXN SMILES: [CH3:1][C:2]1[CH:3]=[C:4]2[C:9](=[CH:10][CH:11]=1)[CH:8]=[N:7][CH:6]=[CH:5]2.ClC1C=CC=C(C(OO)=[O:20])C=1>CCOCC>[CH3:1][C:2]1[CH:3]=[C:4]2[C:9](=[CH:10][CH:11]=1)[CH:8]=[N+:7]([O-:20])[CH:6]=[CH:5]2. Procedure: To a stirred solution of 6-methylisoquinoline (2.0 g, 14 mmol) in ether (80 mL) at 0° C. was added 3-chloroperbenzoic acid (57%, 4.3 g, 14 mmol). The mixture was warmed to room temperature, stirred for 3 h and filtered. The filter-cake was partitioned between chloroform (3×30 mL) and aqueous potassium carbonate solution (30 mL). The combined organic extracts were washed (brine), dried (sodium sulfate) and concentrated in vacuo to give the product as an off-white crystalline solid (1.2 g, 53%): m... Starting materials: COc1ccc(CCl)cc1, CC(C)(C)OC(=O)N1CCN(c2ccnc3[nH]nc(I)c23)CC1, [K+], [K+], O=C([O-])[O-], CN(C)C=O, O. The product is COc1ccc(Cn2nc(I)c3c(N4CCN(C(=O)OC(C)(C)C)CC4)ccnc32)cc1. Reaction SMILES: [Cl:1][CH2:2][c:3]1[cH:4][cH:5][c:6]([O:9][CH3:10])[cH:7][cH:8]1.[I:11][c:12]1[n:13][nH:14][c:15]2[n:16][cH:17][cH:18][c:19]([N:21]3[CH2:22][CH2:23][N:24]([C:27](=[O:28])[O:29][C:30]([CH3:31])([CH3:32])[CH3:33])[CH2:25][CH2:26]3)[c:20]12.[K+:34].[K+:35].[O-:36][C:37]([O-:38])=[O:39].[O:41]=[CH:42][N:43]([CH3:44])[CH3:45].[OH2:40]>>[CH2:2]([c:3]1[cH:4][cH:5][c:6]([O:9][CH3:10])[cH:7][cH:8]1)[n:14]1[n:13][c:12]([I:11])[c:20]2[c:15]1[n:16][cH:17][cH:18][c:19]2[N:21]1[CH2:22][CH2:23][N:24]([C:27](=[O:28])[O:29][C:30]([CH3:31])([CH3:32])[CH3:33])[CH2:25][CH2:26]1. Reactants: CS(=O)(=O)c1ncc(-c2ccc(Cl)cc2)c(-c2ccc(Cl)cc2Cl)n1, N, CN(C)C=O. The product is Nc1ncc(-c2ccc(Cl)cc2)c(-c2ccc(Cl)cc2Cl)n1. RXN SMILES: [CH3:1][S:2](=[O:3])(=[O:4])[c:5]1[n:6][cH:7][c:8](-[c:19]2[cH:20][cH:21][c:22]([Cl:25])[cH:23][cH:24]2)[c:9](-[c:11]2[c:12]([Cl:18])[cH:13][c:14]([Cl:17])[cH:15][cH:16]2)[n:10]1.[NH3:26].[O:27]=[CH:28][N:29]([CH3:30])[CH3:31]>>[c:5]1([NH2:26])[n:6][cH:7][c:8](-[c:19]2[cH:20][cH:21][c:22]([Cl:25])[cH:23][cH:24]2)[c:9](-[c:11]2[c:12]([Cl:18])[cH:13][c:14]([Cl:17])[cH:15][cH:16]2)[n:10]1. Product: O=C(NC(Cc1ccc(F)cc1)C(O)c1ccc(C(F)(F)F)cc1)C1CCCCC1. Starting materials: O=C([O-])O, CCOC(C)=O, O=C(Cl)C1CCCCC1, NC(Cc1ccc(F)cc1)C(O)c1ccc(C(F)(F)F)cc1, [Na+], O. As a reaction SMILES: [C:32](=[O:33])([O-:34])[OH:35].[CH3:37][CH2:38][O:39][C:40](=[O:41])[CH3:42].[CH:23]1([C:29](=[O:30])[Cl:31])[CH2:24][CH2:25][CH2:26][CH2:27][CH2:28]1.[NH2:1][CH:2]([CH:3]([OH:4])[c:5]1[cH:6][cH:7][c:8]([C:11]([F:12])([F:13])[F:14])[cH:9][cH:10]1)[CH2:15][c:16]1[cH:17][cH:18][c:19]([F:22])[cH:20][cH:21]1.[Na+:36].[OH2:43]>>[NH:1]([CH:2]([CH:3]([OH:4])[c:5]1[cH:6][cH:7][c:8]([C:11]([F:12])([F:13])[F:14])[cH:9][cH:10]1)[CH2:15][c:16]1[cH:17][cH:18][c:19]([F:22])[cH:20][cH:21]1)[C:29]([CH:23]1[CH2:24][CH2:25][CH2:26][CH2:27][CH2:28]1)=[O:30]. Reactants: C(#N)C=1C=C2C(=CNC2=CC1)CCCCN1CC2=C(CC1)C1=C(O2)C=CC=C1 (2-[4-(5-cyano-3-indolyl)butyl]-1,2,3,4-tetrahydrobenzofuro[2,3-c]pyridine), 5-formyl, oxime, [OH-].[Na+] (NaOH), C(C)OCCOCCO (diethylene glycol monoethyl ether). Solvent: O (water). Run at time 3 hour. Yields the product C(N)(=O)C=1C=C2C(=CNC2=CC1)CCCCN1CC2=C(CC1)C1=C(O2)C=CC=C1 (2-[4-(5-carbamoyl-3-indolyl)butyl]-1,2,3,4-tetrahydrobenzofuro[2,3-c]pyridine). As a reaction SMILES: [C:1]([C:3]1[CH:4]=[C:5]2[C:9](=[CH:10][CH:11]=1)[NH:8][CH:7]=[C:6]2[CH2:12][CH2:13][CH2:14][CH2:15][N:16]1[CH2:21][CH2:20][C:19]2[C:22]3[CH:28]=[CH:27][CH:26]=[CH:25][C:23]=3[O:24][C:18]=2[CH2:17]1)#[N:2].[OH-].[Na+].C([O:33]CCOCCO)C>O>[C:1]([C:3]1[CH:4]=[C:5]2[C:9](=[CH:10][CH:11]=1)[NH:8][CH:7]=[C:6]2[CH2:12][CH2:13][CH2:14][CH2:15][N:16]1[CH2:21][CH2:20][C:19]2[C:22]3[CH:28]=[CH:27][CH:26]=[CH:25][C:23]=3[O:24][C:18]=2[CH2:17]1)(=[O:33])[NH2:2] |f:1.2|. Procedure details: A mixture of 36.9 g of 2-[4-(5-cyano-3-indolyl)butyl]-1,2,3,4-tetrahydrobenzofuro[2,3-c]pyridine (obtainable from the corresponding 5-formyl compound via the oxime), 27.1 g of NaOH, 520 ml of water and 420 ml of diethylene glycol monoethyl ether is stirred at a bath temperature of 140° for 3 hours. The mixture is cooled, the usual working up is carried out, and 2-[4-(5-carbamoyl-3-indolyl)butyl]-1,2,3,4-tetrahydrobenzofuro[2,3-c]pyridine is obtained. Starting materials: COC(CN1CN(C2(C1=O)CCN(CC2)C2CCCCCCCCC2)C2=CC=CC=C2)=O ((8-Cyclodecyl-4-oxo-1-phenyl-1,3,8-triaza-spiro[4,5]dec-3-yl)-acetic acid methyl ester), ClCCl.O.CO (dichloromethane water methanol), [Cl-].[Li+] (Lithiumchloride), [BH4-].[Na+] (sodium borohydride). The solvent is COCCOC (ethyleneglycol dimethylether). Conditions: time 4 hour. Product: HCl-salt, Cl.C1(CCCCCCCCC1)N1CCC2(C(N(CN2C2=CC=CC=C2)CCO)=O)CC1 (8-Cyclodecyl-3-(2-hydroxy-ethyl)-1-phenyl-1,3,8-triaza-spiro[4,5]decan-4-one hydrochloride). As a reaction SMILES: C[O:2][C:3](=O)[CH2:4][N:5]1[C:9](=[O:10])[C:8]2([CH2:15][CH2:14][N:13]([CH:16]3[CH2:25][CH2:24][CH2:23][CH2:22][CH2:21][CH2:20][CH2:19][CH2:18][CH2:17]3)[CH2:12][CH2:11]2)[N:7]([C:26]2[CH:31]=[CH:30][CH:29]=[CH:28][CH:27]=2)[CH2:6]1.[Cl-].[Li+].[BH4-].[Na+].[Cl:37]CCl.O.CO>COCCOC>[ClH:37].[CH:16]1([N:13]2[CH2:14][CH2:15][C:8]3([N:7]([C:26]4[CH:27]=[CH:28][CH:29]=[CH:30][CH:31]=4)[CH2:6][N:5]([CH2:4][CH2:3][OH:2])[C:9]3=[O:10])[CH2:11][CH2:12]2)[CH2:17][CH2:18][CH2:19][CH2:20][CH2:21][CH2:22][CH2:23][CH2:24][CH2:25]1 |f:1.2,3.4,5.6.7,9.10|. Procedure details: (8-Cyclodecyl-4-oxo-1-phenyl-1,3,8-triaza-spiro[4,5]dec-3-yl)-acetic acid methyl ester (0.8 mmol) was dissolved in ethyleneglycol dimethylether (2 ml). Lithiumchloride (0.8 mmol) and sodium borohydride (0.8 mol) were added. After stirring for 4 h the reaction mixture was distributed between dichloromethane/water/methanol. The organic layer was separated, dried over magnesium sulfate and evaporated. The residue was purified by column chromatography (SiO2, ethyl acetate). Formation of the HCl-salt...